From a dataset of the Open Reaction Database (ORD), a public repository of structured organic reaction records. describe an organic reaction: reactants, conditions, products, and yield Reactants: IC=1C=CC=2N(C1)C=C(N2)C=2C(=NOC2C)C2=CC=CC=C2 (6-iodo-2-(5-methyl-3-phenyl-isoxazol-4-yl)-imidazo[1,2-a]pyridine), N1C=CC=C1 (pyrrole). Product: CC1=C(C(=NO1)C1=CC=CC=C1)C=1N=C2N(C=C(C=C2)N2C=CC=C2)C1 (2-(5-Methyl-3-phenyl-isoxazol-4-yl)-6-pyrrol-1-yl-imidazo[1,2-a]pyridine). Isolated yield 7.0%. Reaction SMILES: I[C:2]1[CH:3]=[CH:4][C:5]2[N:6]([CH:8]=[C:9]([C:11]3[C:12]([C:17]4[CH:22]=[CH:21][CH:20]=[CH:19][CH:18]=4)=[N:13][O:14][C:15]=3[CH3:16])[N:10]=2)[CH:7]=1.[NH:23]1[CH:27]=[CH:26][CH:25]=[CH:24]1>>[CH3:16][C:15]1[O:14][N:13]=[C:12]([C:17]2[CH:22]=[CH:21][CH:20]=[CH:19][CH:18]=2)[C:11]=1[C:9]1[N:10]=[C:5]2[CH:4]=[CH:3][C:2]([N:23]3[CH:27]=[CH:26][CH:25]=[CH:24]3)=[CH:7][N:6]2[CH:8]=1. Procedure: As described for Example 60, 6-iodo-2-(5-methyl-3-phenyl-isoxazol-4-yl)-imidazo[1,2-a]pyridine (80 mg, 0.2 mmol) was converted, using pyrrole instead of benzamide, to the title compound (5 mg, 7%) which was obtained as a light yellow solid. MS: m/e=341.3 [M+H]+. The yield is 25.7%. Run in C(C)(=O)OCC (Ethyl acetate), C(C)O (ethanol), CCCCCC (hexane), C(C)OCC (diethyl ether), C1(=CC=CC=C1)C (toluene). Yields the product FC1=C(OC2=CC(=NC=C2)NC(=O)N2CCC(CC2)N2CC(C2)N(C)C)C=CC(=C1)NC(=S)NC(CC1=CC=CC=C1)=O (4-(3-Dimethylaminoazetidin-1-yl)piperidine-1-carboxylic acid {4-[2-fluoro-4-(3-phenylacetylthioureido)phenoxy]pyridin-2-yl}amide). Conditions: time 15 minute. Reaction SMILES: [NH2:1][C:2]1[CH:30]=[CH:29][C:5]([O:6][C:7]2[CH:12]=[CH:11][N:10]=[C:9]([NH:13][C:14]([N:16]3[CH2:21][CH2:20][CH:19]([N:22]4[CH2:25][CH:24]([N:26]([CH3:28])[CH3:27])[CH2:23]4)[CH2:18][CH2:17]3)=[O:15])[CH:8]=2)=[C:4]([F:31])[CH:3]=1.[C@]12(CS(O)(=O)=O)C(C)(C)C(CC1)CC2=O.[C:47]1([CH2:53][C:54]([N:56]=[C:57]=[S:58])=[O:55])[CH:52]=[CH:51][CH:50]=[CH:49][CH:48]=1.C(=O)([O-])O.[Na+]>C(O)C.C1(C)C=CC=CC=1.CCCCCC.C(OCC)C.C(OCC)(=O)C>[F:31][C:4]1[CH:3]=[C:2]([NH:1][C:57]([NH:56][C:54](=[O:55])[CH2:53][C:47]2[CH:48]=[CH:49][CH:50]=[CH:51][CH:52]=2)=[S:58])[CH:30]=[CH:29][C:5]=1[O:6][C:7]1[CH:12]=[CH:11][N:10]=[C:9]([NH:13][C:14]([N:16]2[CH2:21][CH2:20][CH:19]([N:22]3[CH2:23][CH:24]([N:26]([CH3:27])[CH3:28])[CH2:25]3)[CH2:18][CH2:17]2)=[O:15])[CH:8]=1 |f:3.4|. Starting materials: C(O)([O-])=O.[Na+] (sodium hydrogencarbonate), NC1=CC(=C(OC2=CC(=NC=C2)NC(=O)N2CCC(CC2)N2CC(C2)N(C)C)C=C1)F (4-(3-dimethylaminoazetidin-1-yl)piperidine-1-carboxylic acid [4-(4-amino-2-fluorophenoxy)pyridin-2-yl]amide), [C@]12(C(=O)CC(CC1)C2(C)C)CS(=O)(=O)O ((1S)-(+)-10-camphorsulfonic acid), C1(=CC=CC=C1)CC(=O)N=C=S (2-phenylacetyl isothiocyanate). Procedure details: To a solution of 4-(3-dimethylaminoazetidin-1-yl)piperidine-1-carboxylic acid [4-(4-amino-2-fluorophenoxy)pyridin-2-yl]amide (156 mg) in ethanol (5.0 ml) was added (1S)-(+)-10-camphorsulfonic acid (152 mg), followed by stirring at room temperature for 15 min. A solution of 2-phenylacetyl isothiocyanate in toluene (0.25 M, 4.37 ml) was added to the reaction mixture, followed by stirring at room temperature for 2 hrs. Ethyl acetate (50 ml) and a saturated aqueous solution of sodium hydrogencarbona... The reactants are ClC1=C(C(=NC=N1)OC1CCN(CC1)C(=O)OC(C)C)OC (isopropyl 4-(6-chloro-5-methoxypyrimidin-4-yloxy)piperidine-1-carboxylate), NC=1C(=CC(=NC1)C#N)C (5-amino-4-methylpicolinonitrile), C(C(C)C)N1P2N(CCN(CC1)CCN2CC(C)C)CC(C)C (2,8,9-triisobutyl-2,5,8,9-tetraaza-1-phospha-bicyclo[3.3.3]undecane), O([Na])C(C)(C)C (NaO-t-Bu). The reagents and catalysts are CC(=O)[O-].CC(=O)[O-].[Pd+2] (Pd(OAc)2). The solvent is O (H2O), O1CCOCC1 (dioxane). Run at temperature 75 celsius, time 2 hour. Product: C(#N)C1=CC(=C(C=N1)NC1=C(C(=NC=N1)OC1CCN(CC1)C(=O)OC(C)C)OC)C (isopropyl 4-(6-(6-cyano-4-methylpyridin-3-ylamino)-5-methoxypyrimidin-4-yloxy)piperidine-1-carboxylate). As a reaction SMILES: Cl[C:2]1[N:7]=[CH:6][N:5]=[C:4]([O:8][CH:9]2[CH2:14][CH2:13][N:12]([C:15]([O:17][CH:18]([CH3:20])[CH3:19])=[O:16])[CH2:11][CH2:10]2)[C:3]=1[O:21][CH3:22].[NH2:23][C:24]1[C:25]([CH3:32])=[CH:26][C:27]([C:30]#[N:31])=[N:28][CH:29]=1.C(N1CCN2CCN(CC(C)C)P1N(CC(C)C)CC2)C(C)C.O(C(C)(C)C)[Na]>O1CCOCC1.CC([O-])=O.CC([O-])=O.[Pd+2].O>[C:30]([C:27]1[N:28]=[CH:29][C:24]([NH:23][C:2]2[N:7]=[CH:6][N:5]=[C:4]([O:8][CH:9]3[CH2:14][CH2:13][N:12]([C:15]([O:17][CH:18]([CH3:20])[CH3:19])=[O:16])[CH2:11][CH2:10]3)[C:3]=2[O:21][CH3:22])=[C:25]([CH3:32])[CH:26]=1)#[N:31] |f:5.6.7|. Reported procedure: To a solution of isopropyl 4-(6-chloro-5-methoxypyrimidin-4-yloxy)piperidine-1-carboxylate (0.3 g, 0.91 mmol) in dioxane (3 mL), were added 5-amino-4-methylpicolinonitrile (0.12 g, 0.91 mmol), 2,8,9-triisobutyl-2,5,8,9-tetraaza-1-phospha-bicyclo[3.3.3]undecane (0.031 g, 0.091 mmol), Pd(OAc)2 (0.10 g, 0.45 mmol), and NaO-t-Bu (0.21 g, 2.2 mmol) at an ambient temperature. The reaction was warmed to 75° C. and stirred for 2 hrs. After cooling to room temperature, the reaction was poured into H2O an... Starting materials: C(C)C(CC)(C1=CC2=C(S1)C=CC(=C2)OC)C2=CC(=C(OCC(C(C)(C)C)=O)C=C2)C (1-{4-[1-ethyl-1-(5-methoxy-benzo[b]thiophen-2-yl)-propyl]-2-methyl-phenoxy}-3,3-dimethyl-butan-2-one), B(Br)(Br)Br (BBr3). The solvent is C(Cl)Cl (CH2Cl2). Run at time 2 hour. Yields the product C(C)C(CC)(C1=CC2=C(S1)C=CC(=C2)O)C2=CC(=C(OCC(C(C)(C)C)=O)C=C2)C (1-{4-[1-Ethyl-1-(5-hydroxy-benzo[b]thiophen-2-yl)-propyl]-2-methyl-phenoxy}-3,3-dimethyl-butan-2-one). Yield: 49.5%. Reaction SMILES: [CH2:1]([C:3]([C:17]1[CH:30]=[CH:29][C:20]([O:21][CH2:22][C:23](=[O:28])[C:24]([CH3:27])([CH3:26])[CH3:25])=[C:19]([CH3:31])[CH:18]=1)([C:6]1[S:10][C:9]2[CH:11]=[CH:12][C:13]([O:15]C)=[CH:14][C:8]=2[CH:7]=1)[CH2:4][CH3:5])[CH3:2].B(Br)(Br)Br>C(Cl)Cl>[CH2:1]([C:3]([C:17]1[CH:30]=[CH:29][C:20]([O:21][CH2:22][C:23](=[O:28])[C:24]([CH3:25])([CH3:27])[CH3:26])=[C:19]([CH3:31])[CH:18]=1)([C:6]1[S:10][C:9]2[CH:11]=[CH:12][C:13]([OH:15])=[CH:14][C:8]=2[CH:7]=1)[CH2:4][CH3:5])[CH3:2]. Procedure: A solution of 1-{4-[1-ethyl-1-(5-methoxy-benzo[b]thiophen-2-yl)-propyl]-2-methyl-phenoxy}-3,3-dimethyl-butan-2-one (0.86 g, 1.96 mmol) in CH2Cl2 (15.0 mL) at 0° C. is treated with BBr3 (3.0 mL, 2.94 mmol). The mixture is stirred for 2 h and quenched with water (10 mL). The aqueous layer is extracted with CH2Cl2 (30 mL). The organic layer is concentrated and purified using silica gel column chromatography (25% EtOAc/Hex) to afford the title compound (0.412 g, 50%).